Dataset: the Open Reaction Database (ORD), a public repository of structured organic reaction records. Task: describe an organic reaction: reactants, conditions, products, and yield The reactants are COc1ccc(CC(N)C(O)C(=O)N2CSC(C)(C)C2C(=O)NCc2ccccc2C)cc1, CCOC(C)=O, Nc1cccc(C(=O)O)c1Cl. Yields the product COc1ccc(CC(NC(=O)c2cccc(N)c2Cl)C(O)C(=O)N2CSC(C)(C)C2C(=O)NCc2ccccc2C)cc1. As a reaction SMILES: [CH3:12][c:13]1[c:14]([CH2:15][NH:16][C:17](=[O:18])[CH:19]2[N:20]([C:26]([CH:27]([CH:28]([CH2:29][c:30]3[cH:31][cH:32][c:33]([O:36][CH3:37])[cH:34][cH:35]3)[NH2:38])[OH:39])=[O:40])[CH2:21][S:22][C:23]2([CH3:24])[CH3:25])[cH:41][cH:42][cH:43][cH:44]1.[CH3:45][CH2:46][O:47][C:48]([CH3:49])=[O:50].[NH2:1][c:2]1[c:3]([Cl:11])[c:4]([C:5](=[O:6])[OH:7])[cH:8][cH:9][cH:10]1>>[NH2:1][c:2]1[c:3]([Cl:11])[c:4]([C:5](=[O:7])[NH:38][CH:28]([CH:27]([C:26]([N:20]2[CH:19]([C:17]([NH:16][CH2:15][c:14]3[c:13]([CH3:12])[cH:44][cH:43][cH:42][cH:41]3)=[O:18])[C:23]([CH3:24])([CH3:25])[S:22][CH2:21]2)=[O:40])[OH:39])[CH2:29][c:30]2[cH:31][cH:32][c:33]([O:36][CH3:37])[cH:34][cH:35]2)[cH:8][cH:9][cH:10]1.